Dataset: the Open Reaction Database (ORD), a public repository of structured organic reaction records. Task: describe an organic reaction: reactants, conditions, products, and yield Reactants: resultant suspension, C1(=CC=CC=C1)CC#N (phenylacetonitrile), C(O)([O-])=O.[Na+] (sodium hydrogencarbonate), C(C)(=O)OCC (ethyl acetate), [NH2-].[Na+] (sodium amide), resultant mixture, [OH-].[K+] (KOH), resultant mixture, C(Cl)[C@H]1CO1 ((R)-(-)-epichlorohydrin), Cl (hydrochloric acid), resultant mixture. Run in C1=CC=CC=C1 (benzene), C1=CC=CC=C1 (benzene), C(C)O (ethanol), C1=CC=CC=C1 (benzene). Product: C1(=CC=CC=C1)[C@]1([C@@H](C1)CO)C(=O)OC(=O)[C@@]1([C@@H](C1)CO)C1=CC=CC=C1 ((1S, 2R)-1-phenyl-2-hydroxymethylcyclopropane carboxylic anhydride). The yield is 58.0%. RXN SMILES: [NH2-].[Na+].[C:3]1([CH2:9][C:10]#N)[CH:8]=[CH:7][CH:6]=[CH:5][CH:4]=1.[CH2:12]([C@@H:14]1[O:16][CH2:15]1)Cl.[OH-:17].[K+].Cl.[C:20](=[O:23])([O-])[OH:21].[Na+].C([O:28][CH2:29][CH3:30])(=O)C>C1C=CC=CC=1.C(O)C>[C:3]1([C@:9]2([C:10]([O:21][C:20]([C@@:9]3([C:3]4[CH:8]=[CH:7][CH:6]=[CH:5][CH:4]=4)[CH2:10][C@H:30]3[CH2:29][OH:28])=[O:23])=[O:17])[CH2:12][C@H:14]2[CH2:15][OH:16])[CH:8]=[CH:7][CH:6]=[CH:5][CH:4]=1 |f:0.1,4.5,7.8|. Procedure details: 8.58 g (0.22 mmol) of sodium amide was suspended in 40 ml of anhydrous benzene. To the resultant suspension was dropwise added a solution of 11.5 ml (0.10 mol) of phenylacetonitrile in 20 ml of anhydrous benzene in a stream of argon gas at 0° C. After completion of the addition, the resultant mixture was stirred at room temperature for 3 hours to effect a reaction. To the resultant reaction mixture was dropwise added a solution of 6.8 ml (0.087 mol) of (R)-(-)-epichlorohydrin in 20 ml of anhydro... Reactants: C(C#C)N1N=CC(NC1=O)=O (2-propargyl-3,5-dioxo-2,3,4,5-tetrahydro-1,2,4-triazine), C=O (formalin). Run in CN(C=O)C (dimethylformamide). Yields the product C(C#C)N1N=CC(N(C1=O)CO)=O (2-Propargyl-3,5-dioxo-4-hydroxymethyl-2,3,4,5-tetrahydro-1,2,4-triazine). Yield: 67.8%. RXN SMILES: [CH2:1]([N:4]1[C:9](=[O:10])[NH:8][C:7](=[O:11])[CH:6]=[N:5]1)[C:2]#[CH:3].[CH2:12]=[O:13]>CN(C)C=O>[CH2:1]([N:4]1[C:9](=[O:10])[N:8]([CH2:12][OH:13])[C:7](=[O:11])[CH:6]=[N:5]1)[C:2]#[CH:3]. Procedure details: A mixture of 0.76 g 2-propargyl-3,5-dioxo-2,3,4,5-tetrahydro-1,2,4-triazine, 15 ml 37% aqueous formalin and 7.5 ml dimethylformamide was heated under reflux for 1.5 hours. The solvent was removed under reduced pressure to obtain a white semi-solid. This semi-solid was purified by chromatography on silica gel using a chloroform/methyl alcohol (75:1) mixed solvent to obtain 0.61 g of a white semi-crystalline product. The reactants are C(O)([O-])=O.[Na+] (sodium hydrogencarbonate), C(O)([O-])=O.[Na+] (sodium hydrogencarbonate), FC(C(=O)OC(C(F)(F)F)=O)(F)F (trifluoroacetic anhydride), [Cl-].[NH4+] (ammonium chloride), [BH4-].[Na+] (NaBH4), C(C1=CC=CC=C1)N1C2C(C(CC1CC2)=O)C(=O)OC (Methyl 8-Benzyl-3-oxo-8-azabicyclo[3.2.1]octane-2-carboxylate). The reagents and catalysts are C(C)N(CC)CC (triethylamine), CN(C)C=1C=CN=CC1 (DMAP). Isolated yield 42.1%. The product is C(C1=CC=CC=C1)N1C2C(=CCC1CC2)C(=O)OC (Methyl 8-Benzyl-8-azabicyclo[3.2.1]octan-2-ene-2-carboxylate). Run at time 14.5 hour. Procedure: In an ice bath, NaBH4 (412 mg, 10.6 mmol) was added to a methanol (55 ml) solution of the methyl 8-benzyl-3-oxo-8-azabicyclo[3.2.1]octane-2-carboxylate (1.45 g, 5.32 mmol) obtained in Example 17, and the mixture was stirred for 14.5 hours. After completion of the reaction, a saturated aqueous ammonium chloride solution was added to the reaction mixture and the excess solvent was evapolated under reduced pressure. The residue was adjusted to pH 8.0-8.5 with a saturated aqueous sodium hydrogencarb... As a reaction SMILES: [BH4-].[Na+].[CH2:3]([N:10]1[CH:15]2[CH2:16][CH2:17][CH:11]1[CH:12]([C:19]([O:21][CH3:22])=[O:20])[C:13](=O)[CH2:14]2)[C:4]1[CH:9]=[CH:8][CH:7]=[CH:6][CH:5]=1.[Cl-].[NH4+].C(=O)([O-])O.[Na+].FC(F)(F)C(OC(=O)C(F)(F)F)=O>C(N(CC)CC)C.CN(C1C=CN=CC=1)C.CO>[CH2:3]([N:10]1[CH:15]2[CH2:16][CH2:17][CH:11]1[C:12]([C:19]([O:21][CH3:22])=[O:20])=[CH:13][CH2:14]2)[C:4]1[CH:5]=[CH:6][CH:7]=[CH:8][CH:9]=1 |f:0.1,3.4,5.6|. The solvent is CO (methanol). Reactants: resultant mixture, O (water), OC1C2=C(C=CC3=NC=C(C=C31)C3=CC=CC=C3)C=CC(=C2)NS(=O)(=O)C (N-(5-hydroxy-3-phenyl-5H-benzo[4,5]cyclohepta[1,2-b]pyridin-7-yl)methanesulfonamide), [H-].[Na+] (NaH), C1CCOC1 (THF), CI (MeI). Run in CCOC(=O)C (EtOAc). Run at time 10 minute. The product is COC1C2=C(C=CC3=NC=C(C=C31)C3=CC=CC=C3)C=CC(=C2)N(S(=O)(=O)C)C (N-(5-methoxy-3-phenyl-5H-benzo[4,5]cyclohepta[1,2-b]pyridin-7-yl)-N-methylmethanesulfonamide). RXN SMILES: OC1[C:12]2[C:7](=[N:8][CH:9]=[C:10]([C:13]3[CH:18]=[CH:17][CH:16]=[CH:15][CH:14]=3)[CH:11]=2)[CH:6]=[CH:5][C:4]2C=C[C:21]([NH:23][S:24]([CH3:27])(=[O:26])=[O:25])=[CH:22][C:3]1=2.[H-].[Na+].[CH3:30]I.O.[CH2:33]1[CH2:37][O:36][CH2:35][CH2:34]1>CCOC(C)=O>[CH3:35][O:36][CH:37]1[C:12]2[C:7](=[N:8][CH:9]=[C:10]([C:13]3[CH:18]=[CH:17][CH:16]=[CH:15][CH:14]=3)[CH:11]=2)[CH:6]=[CH:5][C:4]2[CH:3]=[CH:22][C:21]([N:23]([CH3:30])[S:24]([CH3:27])(=[O:26])=[O:25])=[CH:34][C:33]1=2 |f:1.2|. Procedure: To a stirred solution of N-(5-hydroxy-3-phenyl-5H-benzo[4,5]cyclohepta[1,2-b]pyridin-7-yl)methanesulfonamide (30 mg, 0.079 mmol) in THF (3 mL) was added NaH (60%, 10 mg, 0.25 mmol) at 0° C. After 10 min, MeI (50 uL, 0.80 mmol) was added, and the resultant mixture was allowed to stir at room temperature for 4 h. The reaction mixture was treated with water, diluted with EtOAc, washed with brine, dried (Na2SO4), concentrated, and purified by flash chromatography to afford the title compound. 1H NMR... Procedure: N-(5-tetrazolyl)-7,8-di-n-propyl-4-oxo-4H-pyrimido[2,1-b]benzothiazole-3-carboxamide; N-(5-tetrazolyl)-7,8-di-i-propyl-4-oxo-4H-pyrimido[2,1-b]benzothiazole-3-carboxamide; N-(5-tetrazolyl)-7-methyl-8-n-propyl-4-oxo-4H-pyrimido[2,1-b]benzothiazole-3-carboxamide; and N-(5-tetrazolyl)-7-n-propyl-8-methyl-4-oxo-4H-pyrimido[2,1-b]benzothiazole-3-carboxamide. As a reaction SMILES: [NH:1]1[C:5]([NH:6][C:7]([C:9]2[C:17](=[O:18])[N:16]3[C:12]([S:13][C:14]4[CH:22]=[C:21]([CH2:23][CH2:24]C)[C:20]([CH2:26][CH2:27]C)=[CH:19][C:15]=43)=[N:11][CH:10]=2)=[O:8])=[N:4][N:3]=[N:2]1.N1C(NC(C2C(=O)N3C(SC4C=C(C(C)C)C(C(C)C)=CC=43)=NC=2)=O)=NN=N1.N1C(NC(C2C(=O)N3C(SC4C=C(CCC)C(C)=CC=43)=NC=2)=O)=NN=N1.N1C(NC(C2C(=O)N3C(SC4C=C(C)C(CCC)=CC=43)=NC=2)=O)=NN=N1>>[NH:1]1[C:5]([NH:6][C:7]([C:9]2[C:17](=[O:18])[N:16]3[C:12]([S:13][C:14]4[CH:22]=[C:21]([CH2:23][CH3:24])[C:20]([CH2:26][CH3:27])=[CH:19][C:15]=43)=[N:11][CH:10]=2)=[O:8])=[N:4][N:3]=[N:2]1. Yields the product N1N=NN=C1NC(=O)C1=CN=C2SC3=C(N2C1=O)C=C(C(=C3)CC)CC (N-(5-tetrazolyl)-7,8-diethyl-4-oxo-4H-pyrimido[2,1-b]benzothiazole-3-carboxamide). Starting materials: N1N=NN=C1NC(=O)C1=CN=C2SC3=C(N2C1=O)C=C(C(=C3)CCC)CCC (N-(5-tetrazolyl)-7,8-di-n-propyl-4-oxo-4H-pyrimido[2,1-b]benzothiazole-3-carboxamide), N1N=NN=C1NC(=O)C1=CN=C2SC3=C(N2C1=O)C=C(C(=C3)C)CCC (N-(5-tetrazolyl)-7-n-propyl-8-methyl-4-oxo-4H-pyrimido[2,1-b]benzothiazole-3-carboxamide), N1N=NN=C1NC(=O)C1=CN=C2SC3=C(N2C1=O)C=C(C(=C3)C(C)C)C(C)C (N-(5-tetrazolyl)-7,8-di-i-propyl-4-oxo-4H-pyrimido[2,1-b]benzothiazole-3-carboxamide), N1N=NN=C1NC(=O)C1=CN=C2SC3=C(N2C1=O)C=C(C(=C3)CCC)C (N-(5-tetrazolyl)-7-methyl-8-n-propyl-4-oxo-4H-pyrimido[2,1-b]benzothiazole-3-carboxamide). Starting materials: C(#N)N=C(C)OCC (ethyl N-cyanoacetimidate), C(#N)C1=CC2=C(OC([C@H]([C@@H]2NCC2=CC=CC=C2)O)(C)C)C=C1 (6-cyano-3,4-dihydro-2,2-dimethyl-trans-4-benzylamino-2H-benzo[b]pyran-3-ol), C(C)(=O)OCC (ethyl acetate). Conditions: time 2 hour. Product: C(#C)C1=CC2=C(OC([C@H]([C@@H]2NC(C)=NC#N)O)(C)C)C=C1 (6-ethynyl-3,4-dihydro-2,2-dimethyl-trans-4-[(N-cyano-acetimidoyl)amino]-2H-benzo[b]pyran-3-ol). RXN SMILES: [C:1]([N:3]=C(OCC)C)#[N:2].[C:9]([C:11]1[CH:31]=[CH:30][C:14]2[O:15][C:16]([CH3:29])([CH3:28])[C@@H:17]([OH:27])[C@H:18]([NH:19][CH2:20][C:21]3C=CC=CC=3)[C:13]=2[CH:12]=1)#N.[C:32](OCC)(=O)C>>[C:9]([C:11]1[CH:31]=[CH:30][C:14]2[O:15][C:16]([CH3:28])([CH3:29])[C@@H:17]([OH:27])[C@H:18]([NH:19][C:20](=[N:3][C:1]#[N:2])[CH3:21])[C:13]=2[CH:12]=1)#[CH:32]. Reported procedure: To 1.54 g of ethyl N-cyanoacetimidate, 3.86 g of 6-cyano-3,4-dihydro-2,2-dimethyl-trans-4-benzylamino-2H-benzo[b]pyran-3-ol was added, and the mixture was reacted under stirring at a temperature of from 100° to 120° C. for 2 hours. The reaction mixture was cooled, then dissolved in 100 ml of ethyl acetate, washed twice with a saturated sodium chloride aqueous solution and then dried over anhydrous sodium sulfate. Then, ethyl acetate was distilled off under reduced pressure. The residual solid wa... Reactants: Cl, CC(C)(C)OC(=O)N1CCCC(Nc2ccc(C#N)c(N)n2)C1, C1COCCO1. Product: Cl, N#Cc1ccc(NC2CCCNC2)nc1N. Reaction SMILES: [ClH:24].[NH2:1][c:2]1[c:3]([C:22]#[N:23])[cH:4][cH:5][c:6]([NH:8][CH:9]2[CH2:10][N:11]([C:15]([O:16][C:17]([CH3:18])([CH3:19])[CH3:20])=[O:21])[CH2:12][CH2:13][CH2:14]2)[n:7]1.[O:25]1[CH2:26][CH2:27][O:28][CH2:29][CH2:30]1>>[ClH:24].[NH2:1][c:2]1[c:3]([C:22]#[N:23])[cH:4][cH:5][c:6]([NH:8][CH:9]2[CH2:10][NH:11][CH2:12][CH2:13][CH2:14]2)[n:7]1.